Dataset: the Open Reaction Database (ORD), a public repository of structured organic reaction records. Task: describe an organic reaction: reactants, conditions, products, and yield The reactants are N(=NC(=O)OCC)C(=O)OCC (diethyl azodicarboxylate), C(C)(C)(C)OC(=O)N1C(CCCC1)CCO (2-(2-hydroxyethyl)-piperidine-1-carboxylic acid tert-butyl ester), ClC1=C(C=C2C(=C(C(NC2=C1)=O)C1=CC(=CC(=C1)C)C)O)[N+](=O)[O-] (7-chloro-3-(3,5-dimethylphenyl)-4-hydroxy-6-nitro- 1H-quinolin-2-one), C1(=CC=CC=C1)P(C1=CC=CC=C1)C1=CC=CC=C1 (triphenylphosphine). Conditions: time 64 hour. Product: C(C)(C)(C)OC(=O)N1C(CCCC1)CCOC1=C(C(NC2=CC(=C(C=C12)[N+](=O)[O-])Cl)=O)C1=CC(=CC(=C1)C)C (2-{2-[7-chloro-3-(3,5-dimethylphenyl)-6-nitro-2-oxo-1,2-dihydroquinolin-4-yloxy]-ethyl}-piperidine-1-carboxylic acid tert-butyl ester). Yield: 74.5%. Reaction SMILES: [C:1]([O:5][C:6]([N:8]1[CH2:13][CH2:12][CH2:11][CH2:10][CH:9]1[CH2:14][CH2:15][OH:16])=[O:7])([CH3:4])([CH3:3])[CH3:2].[Cl:17][C:18]1[CH:27]=[C:26]2[C:21]([C:22](O)=[C:23]([C:29]3[CH:34]=[C:33]([CH3:35])[CH:32]=[C:31]([CH3:36])[CH:30]=3)[C:24](=[O:28])[NH:25]2)=[CH:20][C:19]=1[N+:38]([O-:40])=[O:39].C1(P(C2C=CC=CC=2)C2C=CC=CC=2)C=CC=CC=1.N(C(OCC)=O)=NC(OCC)=O>>[C:1]([O:5][C:6]([N:8]1[CH2:13][CH2:12][CH2:11][CH2:10][CH:9]1[CH2:14][CH2:15][O:16][C:22]1[C:21]2[C:26](=[CH:27][C:18]([Cl:17])=[C:19]([N+:38]([O-:40])=[O:39])[CH:20]=2)[NH:25][C:24](=[O:28])[C:23]=1[C:29]1[CH:30]=[C:31]([CH3:36])[CH:32]=[C:33]([CH3:35])[CH:34]=1)=[O:7])([CH3:4])([CH3:3])[CH3:2]. Reported procedure: To a solution of 2-(2-hydroxyethyl)-piperidine-1-carboxylic acid tert-butyl ester (0.864 g in 38 mL dry tetrahydrofuran) was added 1.56 g of 7-chloro-3-(3,5-dimethylphenyl)-4-hydroxy-6-nitro- 1H-quinolin-2-one followed by 1.19 g of triphenylphosphine and the mixture stirred at room temperature. To this was added 0.72 mL of diethyl azodicarboxylate (DEAD) and stirring was continued for 64 hours. At this time the solvents were removed in vacuo and the residue purified by flash chromatography on si... Reactants: NC=1C=C2C=CC(=NC2=CC1OC)NCCO (2-(6-amino-7-methoxy-quinolin-2-ylamino)-ethanol), C(C)(C)(C)[Si](Cl)(C)C (tert-butyldimethylchlorosilane), N1C=NC=C1 (imidazole). Solvent: ClCCl (dichloromethane). Reaction conditions: time 62 hour. Yields the product C(C)(C)(C)[Si](OCCNC1=NC2=CC(=C(C=C2C=C1)N)OC)(C)C (N2-[2-(tert-butyl-dimethyl-silanyloxy)-ethyl]-7-methoxy-quinoline-2,6-diamine). The yield is 34.5%. As a reaction SMILES: [NH2:1][C:2]1[CH:3]=[C:4]2[C:9](=[CH:10][C:11]=1[O:12][CH3:13])[N:8]=[C:7]([NH:14][CH2:15][CH2:16][OH:17])[CH:6]=[CH:5]2.[C:18]([Si:22]([CH3:25])([CH3:24])Cl)([CH3:21])([CH3:20])[CH3:19].N1C=CN=C1>ClCCl>[C:18]([Si:22]([CH3:25])([CH3:24])[O:17][CH2:16][CH2:15][NH:14][C:7]1[CH:6]=[CH:5][C:4]2[C:9](=[CH:10][C:11]([O:12][CH3:13])=[C:2]([NH2:1])[CH:3]=2)[N:8]=1)([CH3:21])([CH3:20])[CH3:19]. Reported procedure: A mixture of 2-(6-amino-7-methoxy-quinolin-2-ylamino)-ethanol (0.4 g, 1.72 mmol), tert-butyldimethylchlorosilane (0.8 g, 5.15 mmol) and imidazole (0.4 g, 5.15 mmol) in dichloromethane (20 mL) was stirred at room temperature for 62 hours. The resulting mixture was washed with water and the organic layer was separated, dried over anhydrous sodium sulfate, filtered and evaporated under reduced pressure. The crude residue was purified by flash chromatography (EtOAc/hexane, 3/7) to afford 206 mg of N... The reactants are C=CC(=O)OCc1c(-c2ccccc2OC)ccc2c1C(C)=CC(C)(C)N2, O=C([O-])[O-], C=CCBr, CN(C)C=O, CCOC(C)=O, [K+], [K+]. Product: C=CCN1c2ccc(-c3ccccc3OC)c(COC(=O)C=C)c2C(C)=CC1(C)C. RXN SMILES: [C:1]([CH:2]=[CH2:3])(=[O:4])[O:5][CH2:6][c:7]1[c:8]2[c:13]([cH:14][cH:15][c:16]1-[c:17]1[c:18]([O:23][CH3:24])[cH:19][cH:20][cH:21][cH:22]1)[NH:12][C:11]([CH3:25])([CH3:26])[CH:10]=[C:9]2[CH3:27].[C:32](=[O:33])([O-:34])[O-:35].[CH2:28]([CH:29]=[CH2:30])[Br:31].[CH3:38][N:39]([CH3:40])[CH:41]=[O:42].[CH3:43][CH2:44][O:45][C:46](=[O:47])[CH3:48].[K+:36].[K+:37]>>[C:1]([CH:2]=[CH2:3])(=[O:4])[O:5][CH2:6][c:7]1[c:8]2[c:13]([cH:14][cH:15][c:16]1-[c:17]1[c:18]([O:23][CH3:24])[cH:19][cH:20][cH:21][cH:22]1)[N:12]([CH2:30][CH:29]=[CH2:28])[C:11]([CH3:25])([CH3:26])[CH:10]=[C:9]2[CH3:27]. Starting materials: NC=1NC2=C(N1)C=C(C=C2)C2=CC=CC=C2 (2-amino-6-phenylbenzimidazole), BrCSC1=C(C=C(C=C1)Cl)Cl (2,4-dichlorophenyl bromomethyl sulfide). The product is [Br-].NC1=[N+](C2=C(N1CSC1=C(C=C(C=C1)Cl)Cl)C=C(C=C2)C2=CC=CC=C2)CSC2=C(C=C(C=C2)Cl)Cl (2-Amino-6-phenyl-1,3-bis[(2,4-dichlorophenylthio)methyl]-1H-benzimidazol-3-ium bromide). As a reaction SMILES: [NH2:1][C:2]1[NH:3][C:4]2[CH:10]=[CH:9][C:8]([C:11]3[CH:16]=[CH:15][CH:14]=[CH:13][CH:12]=3)=[CH:7][C:5]=2[N:6]=1.[Br:17][CH2:18][S:19][C:20]1[CH:25]=[CH:24][C:23]([Cl:26])=[CH:22][C:21]=1[Cl:27]>>[Br-:17].[NH2:1][C:2]1[N:6]([CH2:18][S:19][C:20]2[CH:25]=[CH:24][C:23]([Cl:26])=[CH:22][C:21]=2[Cl:27])[C:5]2[CH:7]=[C:8]([C:11]3[CH:16]=[CH:15][CH:14]=[CH:13][CH:12]=3)[CH:9]=[CH:10][C:4]=2[N+:3]=1[CH2:18][S:19][C:20]1[CH:25]=[CH:24][C:23]([Cl:26])=[CH:22][C:21]=1[Cl:27] |f:2.3|. Procedure: Following the procedure of Example 2 and replacing 2-aminobenzimidazole with 2-amino-6-phenylbenzimidazole and replacing 2-bromo-4-chlorophenyl chloromethyl ether with 2,4-dichlorophenyl bromomethyl sulfide, the title compound is obtained. The reactants are O=C(Cl)C1(c2ccc(Cl)c(Cl)c2)CC1, NC1=c2ccsc2=NCN1c1ccc(N)cc1, c1ccncc1. The product is NC1=c2ccsc2=NCN1c1ccc(NC(=O)C2(c3ccc(Cl)c(Cl)c3)CC2)cc1. Reaction SMILES: [Cl:18][c:19]1[cH:20][c:21]([C:26]2([C:29](=[O:30])[Cl:31])[CH2:27][CH2:28]2)[cH:22][cH:23][c:24]1[Cl:25].[NH2:1][C:2]1=[c:3]2[c:4]([s:15][cH:16][cH:17]2)=[N:5][CH2:6][N:7]1[c:8]1[cH:9][cH:10][c:11]([NH2:14])[cH:12][cH:13]1.[cH:32]1[cH:33][cH:34][n:35][cH:36][cH:37]1>>[NH2:1][C:2]1=[c:3]2[c:4]([s:15][cH:16][cH:17]2)=[N:5][CH2:6][N:7]1[c:8]1[cH:9][cH:10][c:11]([NH:14][C:29]([C:26]2([c:21]3[cH:20][c:19]([Cl:18])[c:24]([Cl:25])[cH:23][cH:22]3)[CH2:27][CH2:28]2)=[O:30])[cH:12][cH:13]1. The reactants are COc1cccc(CCN)c1, Cl, O=C(O)C=C(c1ccccc1)c1cccnc1. Product: COc1cccc(CCNC(=O)C=C(c2ccccc2)c2cccnc2)c1. Reaction SMILES: [CH3:19][O:20][c:21]1[cH:22][c:23]([CH2:24][CH2:25][NH2:26])[cH:27][cH:28][cH:29]1.[ClH:1].[c:2]1([C:8](=[CH:9][C:10](=[O:11])[OH:12])[c:13]2[cH:14][n:15][cH:16][cH:17][cH:18]2)[cH:3][cH:4][cH:5][cH:6][cH:7]1>>[c:2]1([C:8](=[CH:9][C:10](=[O:12])[NH:26][CH2:25][CH2:24][c:23]2[cH:22][c:21]([O:20][CH3:19])[cH:29][cH:28][cH:27]2)[c:13]2[cH:14][n:15][cH:16][cH:17][cH:18]2)[cH:3][cH:4][cH:5][cH:6][cH:7]1. Reactants: CC(=O)OC(C)=O, ClCCl, Cc1ccncc1N, c1ccncc1. Product: CC(=O)Nc1cnccc1C. As a reaction SMILES: [CH3:15][C:16](=[O:17])[O:18][C:19](=[O:20])[CH3:21].[Cl:22][CH2:23][Cl:24].[NH2:1][c:2]1[cH:3][n:4][cH:5][cH:6][c:7]1[CH3:8].[cH:9]1[cH:10][cH:11][n:12][cH:13][cH:14]1>>[NH:1]([c:2]1[cH:3][n:4][cH:5][cH:6][c:7]1[CH3:8])[C:16]([CH3:15])=[O:17]. Starting materials: S1C=NC=C1 (Thiazole), BrCC(=O)OC (methyl bromoacetate). Procedure: Thiazole, (850 mg, 10 mmol), methyl bromoacetate (1.52, 10 mmol) and absolute ethanol (50 ml) were refluxed for 2 hours. On cooling, the salt separated and was recrystallized from absolute ethanol to give the title compound (1.59 g), m.p. 189°-190° C. (dec). Yield: 66.8%. The product is [Br-].COC(C[N+]1=CSC=C1)=O (3-(2-Methoxy-2-oxoethyl)thiazolium bromide). RXN SMILES: [S:1]1[CH:5]=[CH:4][N:3]=[CH:2]1.[Br:6][CH2:7][C:8]([O:10][CH3:11])=[O:9]>C(O)C>[Br-:6].[CH3:11][O:10][C:8](=[O:9])[CH2:7][N+:3]1[CH:4]=[CH:5][S:1][CH:2]=1 |f:3.4|. Run in C(C)O (ethanol). Reactants: COc1ccc(-c2c3c(c[nH]c2=O)Sc2ccccc2N3)cc1, Cl, O, c1ccncc1. Product: O=c1[nH]cc2c(c1-c1ccc(O)cc1)Nc1ccccc1S2. As a reaction SMILES: [CH3:8][O:9][c:10]1[cH:11][cH:12][c:13](-[c:16]2[c:17](=[O:30])[nH:18][cH:19][c:20]3[c:25]2[NH:24][c:23]2[c:22]([cH:29][cH:28][cH:27][cH:26]2)[S:21]3)[cH:14][cH:15]1.[ClH:1].[OH2:31].[n:2]1[cH:3][cH:4][cH:5][cH:6][cH:7]1>>[OH:9][c:10]1[cH:11][cH:12][c:13](-[c:16]2[c:17](=[O:30])[nH:18][cH:19][c:20]3[c:25]2[NH:24][c:23]2[c:22]([cH:29][cH:28][cH:27][cH:26]2)[S:21]3)[cH:14][cH:15]1.